Task: describe an organic reaction: reactants, conditions, products, and yield. Dataset: the Open Reaction Database (ORD), a public repository of structured organic reaction records Starting materials: CCOCc1nc2cnc3cc(Br)cnc3c2n1CC(C)C, O=C([O-])[O-], CC1(C)c2cccc(P(c3ccccc3)c3ccccc3)c2Oc2c(P(c3ccccc3)c3ccccc3)cccc21, [Cs+], [Cs+], O=C(C=Cc1ccccc1)C=Cc1ccccc1, C1COCCO1, O=C1CCCN1, O=C(C=Cc1ccccc1)C=Cc1ccccc1, O=C(C=Cc1ccccc1)C=Cc1ccccc1, [Pd], [Pd]. Yields the product CCOCc1nc2cnc3cc(N4CCCC4=O)cnc3c2n1CC(C)C. Reaction SMILES: [Br:1][c:2]1[cH:3][n:4][c:5]2[c:6]3[c:7]([cH:8][n:9][c:10]2[cH:11]1)[n:12][c:13]([CH2:19][O:20][CH2:21][CH3:22])[n:14]3[CH2:15][CH:16]([CH3:17])[CH3:18].[C:23](=[O:24])([O-:25])[O-:26].[CH3:29][C:30]1([CH3:31])[c:32]2[cH:33][cH:34][cH:35][c:36]([P:37]([c:38]3[cH:39][cH:40][cH:41][cH:42][cH:43]3)[c:44]3[cH:45][cH:46][cH:47][cH:48][cH:49]3)[c:50]2[O:51][c:52]2[c:53]1[cH:54][cH:55][cH:56][c:57]2[P:58]([c:59]1[cH:60][cH:61][cH:62][cH:63][cH:64]1)[c:65]1[cH:66][cH:67][cH:68][cH:69][cH:70]1.[Cs+:27].[Cs+:28].[O:115]=[C:116]([CH:117]=[CH:118][c:119]1[cH:120][cH:121][cH:122][cH:123][cH:124]1)[CH:125]=[CH:126][c:127]1[cH:128][cH:129][cH:130][cH:131][cH:132]1.[O:133]1[CH2:134][CH2:135][O:136][CH2:137][CH2:138]1.[O:71]=[C:72]1[CH2:73][CH2:74][CH2:75][NH:76]1.[O:79]=[C:80]([CH:81]=[CH:82][c:83]1[cH:84][cH:85][cH:86][cH:87][cH:88]1)[CH:89]=[CH:90][c:91]1[cH:92][cH:93][cH:94][cH:95][cH:96]1.[O:97]=[C:98]([CH:99]=[CH:100][c:101]1[cH:102][cH:103][cH:104][cH:105][cH:106]1)[CH:107]=[CH:108][c:109]1[cH:110][cH:111][cH:112][cH:113][cH:114]1.[Pd:77].[Pd:78]>>[c:2]1([N:76]2[C:72](=[O:71])[CH2:73][CH2:74][CH2:75]2)[cH:3][n:4][c:5]2[c:6]3[c:7]([cH:8][n:9][c:10]2[cH:11]1)[n:12][c:13]([CH2:19][O:20][CH2:21][CH3:22])[n:14]3[CH2:15][CH:16]([CH3:17])[CH3:18]. RXN SMILES: [Br-:16].[C:42](=[O:43])([O-:44])[O-:45].[CH2:17]([CH3:18])[O:19][C:20](=[O:21])[CH2:22][P+:23]([c:24]1[cH:25][cH:26][cH:27][cH:28][cH:29]1)([c:30]1[cH:31][cH:32][cH:33][cH:34][cH:35]1)[c:36]1[cH:37][cH:38][cH:39][cH:40][cH:41]1.[CH3:48][OH:49].[CH:1](=[O:2])[c:3]1[c:4]([OH:15])[cH:5][cH:6][c:7]2[cH:8][c:9]([C:13]#[N:14])[cH:10][cH:11][c:12]12.[K+:46].[K+:47].[O:50]=[CH:51][N:52]([CH3:53])[CH3:54]>>[CH:1]([c:3]1[c:4]([OH:15])[cH:5][cH:6][c:7]2[cH:8][c:9]([C:13]#[N:14])[cH:10][cH:11][c:12]12)=[CH:22][C:20]([O:19][CH2:17][CH3:18])=[O:21]. Product: CCOC(=O)C=Cc1c(O)ccc2cc(C#N)ccc12. Reactants: [Br-], O=C([O-])[O-], CCOC(=O)C[P+](c1ccccc1)(c1ccccc1)c1ccccc1, CO, N#Cc1ccc2c(C=O)c(O)ccc2c1, [K+], [K+], CN(C)C=O. Starting materials: ClC1=C(C(=CC(=C1)C(F)(F)F)Cl)NN (2,6-dichloro-4-trifluoromethylphenylhydrazine), C(#N)C(=C(OC)C1CC1)C#N (1,1-dicyano-2-cyclopropyl-2-methoxyethylene), [H-].[Na+] (sodium hydride). Run in CO (methanol). Yields the product NC1=C(C(=NN1C1=C(C=C(C=C1Cl)C(F)(F)F)Cl)C1CC1)C#N (5-amino-4-cyano-3-cyclopropyl-1-(2,6-dichloro-4-trifluoromethylphenyl)pyrazole). As a reaction SMILES: [Cl:1][C:2]1[CH:7]=[C:6]([C:8]([F:11])([F:10])[F:9])[CH:5]=[C:4]([Cl:12])[C:3]=1[NH:13][NH2:14].[C:15]([C:17]([C:24]#[N:25])=[C:18]([CH:21]1[CH2:23][CH2:22]1)OC)#[N:16].[H-].[Na+]>CO>[NH2:25][C:24]1[N:13]([C:3]2[C:2]([Cl:1])=[CH:7][C:6]([C:8]([F:9])([F:11])[F:10])=[CH:5][C:4]=2[Cl:12])[N:14]=[C:18]([CH:21]2[CH2:23][CH2:22]2)[C:17]=1[C:15]#[N:16] |f:2.3|. Reported procedure: A solution of 2,6-dichloro-4-trifluoromethylphenylhydrazine (3.8 g) and 1,1-dicyano-2-cyclopropyl-2-methoxyethylene (2.23 g) in methanol (30 ml) was stirred and treated with sodium hydride (80%, 30 mg). After 4 hours the solution was evaporated in vacuo and the residue was dissolved in ethyl acetate (40 ml), treated with charcoal and washed with water. The organic phase was evaporated in vacuo, the residual oil was dissolved in petroleum ether and crystals of 5-amino-4-cyano-3-cyclopropyl-1-(2,6... Reactants: C1CCNC1, CCOC(=O)c1c(NC(C)=O)sc2ccccc12, Cc1ccccc1. Product: CCOC(=O)c1c(N)sc2ccccc12. Reaction SMILES: [CH2:19]1[CH2:20][NH:21][CH2:22][CH2:23]1.[CH2:1]([CH3:2])[O:3][C:4](=[O:5])[c:6]1[c:7]2[c:8]([s:9][c:10]1[NH:11][C:12](=[O:13])[CH3:14])[cH:15][cH:16][cH:17][cH:18]2.[CH3:24][c:25]1[cH:26][cH:27][cH:28][cH:29][cH:30]1>>[CH2:1]([CH3:2])[O:3][C:4](=[O:5])[c:6]1[c:7]2[c:8]([s:9][c:10]1[NH2:11])[cH:15][cH:16][cH:17][cH:18]2. Starting materials: C(C1=CC=CC=C1)OCC1=NC(=NC(=C1CC1=CC=C(C=C1)C1=C(C=CC=C1)C(=O)OC)CCCC)C (4-benzyloxymethyl-6-butyl -2-methyl-5-[(2'-methoxycarbonylbiphenyl-4-yl) methyl]pyrimidine). Reagents/catalysts: [Pd] (palladium on charcoal). Solvent: CCO (EtOH). Yields the product C(CCC)C1=NC(=NC(=C1CC1=CC=C(C=C1)C1=C(C=CC=C1)C(=O)OC)CO)C (4-Butyl-6-hydroxymethyl-2-methyl-5-[(2'-methoxycarbonylbiphenyl-4-yl) methyl]pyrimidine). Yield: 92.9%. RXN SMILES: C([O:8][CH2:9][C:10]1[C:15]([CH2:16][C:17]2[CH:22]=[CH:21][C:20]([C:23]3[CH:28]=[CH:27][CH:26]=[CH:25][C:24]=3[C:29]([O:31][CH3:32])=[O:30])=[CH:19][CH:18]=2)=[C:14]([CH2:33][CH2:34][CH2:35][CH3:36])[N:13]=[C:12]([CH3:37])[N:11]=1)C1C=CC=CC=1>CCO.[Pd]>[CH2:33]([C:14]1[C:15]([CH2:16][C:17]2[CH:22]=[CH:21][C:20]([C:23]3[CH:28]=[CH:27][CH:26]=[CH:25][C:24]=3[C:29]([O:31][CH3:32])=[O:30])=[CH:19][CH:18]=2)=[C:10]([CH2:9][OH:8])[N:11]=[C:12]([CH3:37])[N:13]=1)[CH2:34][CH2:35][CH3:36]. Procedure: A solution containing 0.5 g of 4-benzyloxymethyl-6-butyl -2-methyl-5-[(2'-methoxycarbonylbiphenyl-4-yl) methyl]pyrimidine in 50 ml of EtOH was hydrogenated in presence of 0.1 g of 10% palladium on charcoal at atmospheric pressure and room temperature. After the theoretical hydrogen absorption the reaction mixture was filtered on Celite® and the solvent was evaporated obtaining 0.38 g of a clear oil, which was directly used without further purification (yield 95%). Reactants: C1(=CC=CC=C1)C1=NC2=CC=C(C=C2N=C1N1CCC(CC1)C1=CC=CC=C1)C(=O)OC (methyl 2-phenyl-3-(4-phenylpiperidin-1-yl)quinoxaline-6-carboxylate), [OH-].[Na+] (sodium hydroxide), Cl (hydrogen chloride). The solvent is CO (methanol), O (water). Reaction conditions: temperature 50 celsius, time 8 hour. Product: C1(=CC=CC=C1)C1=NC2=CC=C(C=C2N=C1N1CCC(CC1)C1=CC=CC=C1)C(=O)O (2-Phenyl-3-(4-phenylpiperidin-1-yl)quinoxaline-6-carboxylic acid). As a reaction SMILES: [C:1]1([C:7]2[C:16]([N:17]3[CH2:22][CH2:21][CH:20]([C:23]4[CH:28]=[CH:27][CH:26]=[CH:25][CH:24]=4)[CH2:19][CH2:18]3)=[N:15][C:14]3[C:9](=[CH:10][CH:11]=[C:12]([C:29]([O:31]C)=[O:30])[CH:13]=3)[N:8]=2)[CH:6]=[CH:5][CH:4]=[CH:3][CH:2]=1.[OH-].[Na+].Cl>CO.O>[C:1]1([C:7]2[C:16]([N:17]3[CH2:18][CH2:19][CH:20]([C:23]4[CH:24]=[CH:25][CH:26]=[CH:27][CH:28]=4)[CH2:21][CH2:22]3)=[N:15][C:14]3[C:9](=[CH:10][CH:11]=[C:12]([C:29]([OH:31])=[O:30])[CH:13]=3)[N:8]=2)[CH:6]=[CH:5][CH:4]=[CH:3][CH:2]=1 |f:1.2|. Reported procedure: Into a 50-mL round-bottom flask, was placed a solution of methyl 2-phenyl-3-(4-phenylpiperidin-1-yl)quinoxaline-6-carboxylate (92.9 mg, 0.22 mmol, 1.00 equiv) in methanol (15 mL), a solution of sodium hydroxide (44 mg, 1.10 mmol, 5.00 equiv) in water (1.5 mL). The resulting solution was stirred overnight at 50° C. in an oil bath. The pH value of the solution was adjusted to 3-4 with 1N hydrogen chloride. The resulting mixture was concentrated under vacuum. The resulting mixture was washed with m... Starting materials: N1(CCNCC1)C=1C=CC=2N(N1)C(=NN2)C(F)(F)F (6-(piperazin-1-yl)-3-(trifluoromethyl)-[1,2,4]triazolo[4,3-b]pyridazine), N1=CC=NC=2C(=CC=CC12)C=O (quinoxaline-5-carbaldehyde). The product is FC(C1=NN=C2N1N=C(C=C2)N2CCN(CC2)CC2=C1N=CC=NC1=CC=C2)(F)F (5-[[4-[3-(trifluoromethyl)-[1,2,4]triazolo[4,3-b]pyridazin-6-yl]piperazin-1-yl]methyl]quinoxaline). Reaction SMILES: [N:1]1([C:7]2[CH:8]=[CH:9][C:10]3[N:11]([C:13]([C:16]([F:19])([F:18])[F:17])=[N:14][N:15]=3)[N:12]=2)[CH2:6][CH2:5][NH:4][CH2:3][CH2:2]1.[N:20]1[C:29]2[CH:28]=[CH:27][CH:26]=[C:25]([CH:30]=O)[C:24]=2[N:23]=[CH:22][CH:21]=1>>[F:19][C:16]([F:17])([F:18])[C:13]1[N:11]2[N:12]=[C:7]([N:1]3[CH2:2][CH2:3][N:4]([CH2:30][C:25]4[CH:26]=[CH:27][CH:28]=[C:29]5[C:24]=4[N:23]=[CH:22][CH:21]=[N:20]5)[CH2:5][CH2:6]3)[CH:8]=[CH:9][C:10]2=[N:15][N:14]=1. Procedure: Reductive amination of 6-(piperazin-1-yl)-3-(trifluoromethyl)-[1,2,4]triazolo[4,3-b]pyridazine with quinoxaline-5-carbaldehyde was carried out according to General Synthetic Method 7. The crude product was purified by hplc using a Waters XBridge Prep C18 OBD column, 5μ silica, 21 mm diameter, 100 mm length eluted with decreasingly polar mixtures of water (containing 0.05% aqueous ammonia) and acetonitrile as eluents to give 5-[[4-[3-(trifluoromethyl)-[1,2,4]triazolo[4,3-b]pyridazin-6-yl]piperazi...